From a dataset of the Open Reaction Database (ORD), a public repository of structured organic reaction records. describe an organic reaction: reactants, conditions, products, and yield Reactants: CC(=O)Nc1ccc(C2CCN(C)CC2)cc1[N+](=O)[O-], CO, [K+], [OH-]. The product is CN1CCC(c2ccc(N)c([N+](=O)[O-])c2)CC1. Reaction SMILES: [CH3:1][N:2]1[CH2:3][CH2:4][CH:5]([c:8]2[cH:9][c:10]([N+:18](=[O:19])[O-:20])[c:11]([NH:14][C:15](=[O:16])[CH3:17])[cH:12][cH:13]2)[CH2:6][CH2:7]1.[CH3:23][OH:24].[K+:22].[OH-:21]>>[CH3:1][N:2]1[CH2:3][CH2:4][CH:5]([c:8]2[cH:9][c:10]([N+:18](=[O:19])[O-:20])[c:11]([NH2:14])[cH:12][cH:13]2)[CH2:6][CH2:7]1. The reactants are C(C1=CC=CC=C1)OC(=O)NCCCCCC=O (6-(N-benzyloxycarbonylamino)hexanal), C=O (formaldehyde), N1CCNCC1 (piperazine), C(C)(=O)O (acetic acid), ice water. The solvent is O (water). Run at time 15 minute. Product: C(C1=CC=CC=C1)OC(=O)NCCCCC(C=O)=C (6-(N-benzyloxycarbonylamino)-2-methylene-hexanal). RXN SMILES: C=O.N1CCNC[CH2:4]1.C(O)(=O)C.[CH2:13]([O:20][C:21]([NH:23][CH2:24][CH2:25][CH2:26][CH2:27][CH2:28][CH:29]=[O:30])=[O:22])[C:14]1[CH:19]=[CH:18][CH:17]=[CH:16][CH:15]=1>O>[CH2:13]([O:20][C:21]([NH:23][CH2:24][CH2:25][CH2:26][CH2:27][C:28](=[CH2:4])[CH:29]=[O:30])=[O:22])[C:14]1[CH:19]=[CH:18][CH:17]=[CH:16][CH:15]=1. Procedure details: 2.44 g (30 mmol) of 37% aqueous formaldehyde solution are added to a solution of 1.5 g (17 mmol) of anhydrous piperazine and 2.03 g (34 mmol) of acetic acid in 18.7 ml of water. The mixture is stirred at 25° for 15 minutes, and then 7.48 g (30 mmol) of 6-(N-benzyloxycarbonylamino)hexanal are added thereto. The reaction mixture is heated under reflux for 2 hours and then cooled with ice-water and extracted twice with 50 ml of methylene chloride each time. The extracts are combined, washed twice w... Reactants: BrC/C=C/C(=O)O ((2E)-4-Bromobut-2-enoic acid), Cl.C12CNCC(CC1)O2 (8-oxa-3-azabicyclo[3.2.1]octane hydrochloride), Cl.ClC=1C=C(C=C(C1)NC=1C2=C(N=CN1)SC1=C2CCNC1)O (3-Chloro-5-(5,6,7,8-tetrahydropyrido[4′,3′:4,5]thieno[2,3-d]pyrimidin-4-ylamino)phenol hydrochloride), CCN=C=NCCCN(C)C (EDCI), CCN(C(C)C)C(C)C (DIPEA), CCN(C(C)C)C(C)C (DIPEA). The solvent is C(Cl)Cl (DCM), O (water). Run at time 2 hour. Product: ClC=1C=C(C=C(C1)NC=1C2=C(N=CN1)SC1=C2CCN(C1)C(\C=C\CN1CC2CCC(C1)O2)=O)O (3-Chloro-5-({7-[(2E)-4-(8-oxa-3-azabicyclo[3.2.1]oct-3-yl)but-2-enoyl]-5,6,7,8-tetrahydropyrido[4′,3′:4,5]thieno[2,3-d]pyrimidin-4-yl}amino)phenol). The yield is 38.3%. RXN SMILES: Br[CH2:2]/[CH:3]=[CH:4]/[C:5]([OH:7])=O.Cl.[CH:9]12[O:16][CH:13]([CH2:14][CH2:15]1)[CH2:12][NH:11][CH2:10]2.CCN(C(C)C)C(C)C.Cl.[Cl:27][C:28]1[CH:29]=[C:30]([OH:48])[CH:31]=[C:32]([NH:34][C:35]2[C:36]3[C:43]4[CH2:44][CH2:45][NH:46][CH2:47][C:42]=4[S:41][C:37]=3[N:38]=[CH:39][N:40]=2)[CH:33]=1.CCN=C=NCCCN(C)C>C(Cl)Cl.O>[Cl:27][C:28]1[CH:29]=[C:30]([OH:48])[CH:31]=[C:32]([NH:34][C:35]2[C:36]3[C:43]4[CH2:44][CH2:45][N:46]([C:5](=[O:7])/[CH:4]=[CH:3]/[CH2:2][N:11]5[CH2:10][CH:9]6[O:16][CH:13]([CH2:14][CH2:15]6)[CH2:12]5)[CH2:47][C:42]=4[S:41][C:37]=3[N:38]=[CH:39][N:40]=2)[CH:33]=1 |f:1.2,4.5|. Reported procedure: (2E)-4-Bromobut-2-enoic acid (168 mg, 0.81 mmol) and 8-oxa-3-azabicyclo[3.2.1]octane hydrochloride (130 mg, 0.87 mmol) were dissolved in DCM (2.0 mL). DIPEA (210 mg, 1.62 mmol) was added, and the mixture was stirred at rt for 2 h. Subsequently, 3-chloro-5-(5,6,7,8-tetrahydropyrido[4′,3′:4,5]thieno[2,3-d]pyrimidin-4-ylamino)phenol hydrochloride from Example 65A (200 mg, 0.54 mmol), EDCI (104 mg, 0.54 mmol) and DIPEA (140 mg, 1.08 mmol) were added, and the mixture was stirred at rt overnight. Then... Starting materials: C(C1=CC=CC=C1)Cl (benzyl chloride), C(=O)([O-])[O-].[K+].[K+] (K2CO3), OC1=CC=C(C=C1)CC(=O)OC (Methyl 4-hydroxyphenylacetate), [OH-].[Na+] (NaOH). The solvent is C(C)O (ethanol). Yields the product C(C1=CC=CC=C1)OC1=CC=C(C=C1)CC(=O)OC (methyl 4-benzyloxyphenylacetate). Reaction SMILES: [OH:1][C:2]1[CH:7]=[CH:6][C:5]([CH2:8][C:9]([O:11][CH3:12])=[O:10])=[CH:4][CH:3]=1.[CH2:13](Cl)[C:14]1[CH:19]=[CH:18][CH:17]=[CH:16][CH:15]=1.C([O-])([O-])=O.[K+].[K+].[OH-].[Na+]>C(O)C>[CH2:13]([O:1][C:2]1[CH:3]=[CH:4][C:5]([CH2:8][C:9]([O:11][CH3:12])=[O:10])=[CH:6][CH:7]=1)[C:14]1[CH:19]=[CH:18][CH:17]=[CH:16][CH:15]=1 |f:2.3.4,5.6|. Reported procedure: Methyl 4-hydroxyphenylacetate (5, 0.2 mol), obtainable from Aldrich Chemical Co. Inc., Milwaukee, Wis., is heated at reflux with benzyl chloride (25 g, 0.2 mol) and K2CO3 (25 g, 0.2 mol) in 100 mL ethanol. The product is added to dilute aqueous NaOH, extracted with ether, and purified by silica gel chromatography to yield methyl 4-benzyloxyphenylacetate (6). (Scheme II, Step 1.) Starting materials: Cl (HCl), C(C1=CC=CC=C1)N(C=1C(=NC2=CC=C(C=C2N1)C(=O)OC)C=1C=C2C=NNC2=CC1)C (methyl 3-(benzyl(methyl)amino)-2-(1H-indazol-5-yl)quinoxaline-6-carboxylate), [OH-].[Na+] (sodium hydroxide). Run in O (water), CO (methanol), O (water). Run at time 8 hour. Yields the product C(C1=CC=CC=C1)N(C=1C(=NC2=CC=C(C=C2N1)C(=O)O)C=1C=C2C=NNC2=CC1)C (3-(benzyl(methyl)amino)-2-(1H-indazol-5-yl)quinoxaline-6-carboxylic acid). The yield is 92.1%. Reaction SMILES: [CH2:1]([N:8]([CH3:32])[C:9]1[C:10]([C:23]2[CH:24]=[C:25]3[C:29](=[CH:30][CH:31]=2)[NH:28][N:27]=[CH:26]3)=[N:11][C:12]2[C:17]([N:18]=1)=[CH:16][C:15]([C:19]([O:21]C)=[O:20])=[CH:14][CH:13]=2)[C:2]1[CH:7]=[CH:6][CH:5]=[CH:4][CH:3]=1.[OH-].[Na+].Cl>CO.O>[CH2:1]([N:8]([CH3:32])[C:9]1[C:10]([C:23]2[CH:24]=[C:25]3[C:29](=[CH:30][CH:31]=2)[NH:28][N:27]=[CH:26]3)=[N:11][C:12]2[C:17]([N:18]=1)=[CH:16][C:15]([C:19]([OH:21])=[O:20])=[CH:14][CH:13]=2)[C:2]1[CH:3]=[CH:4][CH:5]=[CH:6][CH:7]=1 |f:1.2|. Reported procedure: To a solution of methyl 3-(benzyl(methyl)amino)-2-(1H-indazol-5-yl)quinoxaline-6-carboxylate (70 mg, 0.17 mmol) in methanol (20 ml) was added sodium hydroxide (33 mg, 0.82 mmol) in water (5 ml). The resulting solution was stirred overnight at room temperature and then concentrated under vacuum to give a residue, which was dissolved in water (20 ml), and adjusted to pH 4 with HCl (3N). The solids were collected by filtration to afford 3-(benzyl(methyl)amino)-2-(1H-indazol-5-yl)quinoxaline-6-carbo... Procedure details: Prepared similarly to Example 82 from 2-(butyloxy)-8-(methyloxy)-9-[2-(4-piperidinyl)ethyl]-9H-purin-6-amine and iodocyclohexane. Yields the product NC1=C2NC(N(C2=NC(=N1)OCCCC)CCC1CCN(CC1)C1CCCCC1)=O (6-Amino-2-(butyloxy)-9-[2-(1-cyclohexyl-4-piperidinyl)ethyl]-7,9-dihydro-8H-purin-8-one). Reaction SMILES: [CH2:1]([O:5][C:6]1[N:14]=[C:13]2[C:9]([N:10]=[C:11]([O:23]C)[N:12]2[CH2:15][CH2:16][CH:17]2[CH2:22][CH2:21][NH:20][CH2:19][CH2:18]2)=[C:8]([NH2:25])[N:7]=1)[CH2:2][CH2:3][CH3:4].I[CH:27]1[CH2:32][CH2:31][CH2:30][CH2:29][CH2:28]1>>[NH2:25][C:8]1[N:7]=[C:6]([O:5][CH2:1][CH2:2][CH2:3][CH3:4])[N:14]=[C:13]2[C:9]=1[NH:10][C:11](=[O:23])[N:12]2[CH2:15][CH2:16][CH:17]1[CH2:22][CH2:21][N:20]([CH:27]2[CH2:32][CH2:31][CH2:30][CH2:29][CH2:28]2)[CH2:19][CH2:18]1. Starting materials: C(CCC)OC1=NC(=C2N=C(N(C2=N1)CCC1CCNCC1)OC)N (2-(butyloxy)-8-(methyloxy)-9-[2-(4-piperidinyl)ethyl]-9H-purin-6-amine), IC1CCCCC1 (iodocyclohexane). The reactants are [N+](=O)([O-])C=1C=C(C=CC1)C=C(C(=O)OC)C(C)=O (2-[(3-nitrophenyl)methylene]-3-oxobutanoic acid, methyl ester), Cl.COC1=CC=C(CSC(N)=N)C=C1 (S-(4-methoxybenzyl)thiopseudourea, hydrochloride), C(C)(=O)[O-].[Na+] (sodium acetate), C(C)(=O)OCC (ethyl acetate). The solvent is CN(C=O)C (dimethylformamide). Reaction conditions: temperature 65 celsius. Product: COC1=CC=C(C=C1)CSC=1NC(=C(C(N1)C1=CC(=CC=C1)[N+](=O)[O-])C(=O)OC)C (1,4-Dihydro-2-[[(4-methoxyphenyl)methyl]thio]-6-methyl-4-(3-nitrophenyl)-5-pyrimidinecarboxylic acid, methyl ester). The yield is 79.5%. Reaction SMILES: [N+:1]([C:4]1[CH:5]=[C:6]([CH:10]=[C:11]([C:16](=O)[CH3:17])[C:12]([O:14][CH3:15])=[O:13])[CH:7]=[CH:8][CH:9]=1)([O-:3])=[O:2].Cl.[CH3:20][O:21][C:22]1[CH:32]=[CH:31][C:25]([CH2:26][S:27][C:28](=[NH:30])[NH2:29])=[CH:24][CH:23]=1.C([O-])(=O)C.[Na+].C(OCC)(=O)C>CN(C)C=O>[CH3:20][O:21][C:22]1[CH:23]=[CH:24][C:25]([CH2:26][S:27][C:28]2[NH:30][C:16]([CH3:17])=[C:11]([C:12]([O:14][CH3:15])=[O:13])[CH:10]([C:6]3[CH:7]=[CH:8][CH:9]=[C:4]([N+:1]([O-:3])=[O:2])[CH:5]=3)[N:29]=2)=[CH:31][CH:32]=1 |f:1.2,3.4|. Reported procedure: A solution of 2-[(3-nitrophenyl)methylene]-3-oxobutanoic acid, methyl ester (5.0 g, 0.02 mole) in 20 ml of dimethylformamide under argon at room temperature was treated with S-(4-methoxybenzyl)thiopseudourea, hydrochloride (4.65 g, 0.02 mole) and sodium acetate (1.64 g, 0.02 mole). The mixture was then heated at 65±5° C. for 3 hours. Upon cooling, ethyl acetate was added and a small amount of solids were filtered. The filtrate was washed with water (twice), aqueous sodium bicarbonate and saturat... Reactants: [OH-].[Na+] (sodium hydroxide), [OH-].[Na+] (sodium hydroxide), Cl.C(C)(C)(C)NN (tert-butylhydrazine hydrochloride), COC=1C(=C(C(=O)Cl)C=CC1)C (3-methoxy-2-methylbenzoyl chloride). Solvent: O (water), C(Cl)Cl (methylene chloride), C(Cl)Cl (methylene chloride), O (water). Yields the product COC=1C(=C(C(=O)NNC(C)(C)C)C=CC1)C (N-(3-methoxy-2-methylbenzoyl)-N'-tert-butylhydrazine). Yield: 96.0%. Reaction SMILES: Cl.[C:2]([NH:6][NH2:7])([CH3:5])([CH3:4])[CH3:3].[OH-].[Na+].[CH3:10][O:11][C:12]1[C:13]([CH3:21])=[C:14]([CH:18]=[CH:19][CH:20]=1)[C:15](Cl)=[O:16]>C(Cl)Cl.O>[CH3:10][O:11][C:12]1[C:13]([CH3:21])=[C:14]([CH:18]=[CH:19][CH:20]=1)[C:15]([NH:7][NH:6][C:2]([CH3:5])([CH3:4])[CH3:3])=[O:16] |f:0.1,2.3|. Procedure: To a stirred suspension of tert-butylhydrazine hydrochloride (397 g, 3.27 mole) in methylene chloride (2 L) at 0° C., was added sodium hydroxide (50% aqueous, 260 g) diluted with water (400 mL). Following this, 3-methoxy-2-methylbenzoyl chloride (140 g, 0.78 mole) in methylene chloride (1 L) and sodium hydroxide (50% aqueous, 80 g) dilutect with water (400 mL) were added concurrently at -20° C. After the addition was complete, the reaction mixture was allowed to warm to room temperature and afte...